From a dataset of the Open Reaction Database (ORD), a public repository of structured organic reaction records. describe an organic reaction: reactants, conditions, products, and yield Starting materials: FB(F)F, CC(O)(CO)COc1ccc(Br)cc1, CCOCC, CC(C)=O. The product is CC1(COc2ccc(Br)cc2)COC(C)(C)O1. RXN SMILES: [B:20]([F:21])([F:22])[F:23].[Br:1][c:2]1[cH:3][cH:4][c:5]([O:6][CH2:7][C:8]([CH2:9][OH:10])([OH:11])[CH3:12])[cH:13][cH:14]1.[CH2:15]([O:16][CH2:17][CH3:18])[CH3:19].[CH3:24][C:25]([CH3:26])=[O:27]>>[Br:1][c:2]1[cH:3][cH:4][c:5]([O:6][CH2:7][C:8]2([CH3:12])[CH2:9][O:10][C:25]([CH3:24])([CH3:26])[O:11]2)[cH:13][cH:14]1.